Dataset: the Open Reaction Database (ORD), a public repository of structured organic reaction records. Task: describe an organic reaction: reactants, conditions, products, and yield Reactants: CCc1cc2c(=O)n(Cc3ccc(OC)cc3OC)c(=O)n(Cc3ccc(-c4ccccc4C#N)cc3F)c2s1, Cc1ccccc1, O=C(O)C(F)(F)F. Yields the product CCc1cc2c(=O)[nH]c(=O)n(Cc3ccc(-c4ccccc4C#N)cc3F)c2s1. Reaction SMILES: [CH3:1][O:2][c:3]1[cH:4][c:5]([O:35][CH3:36])[cH:37][cH:38][c:39]1[CH2:40][n:6]1[c:7](=[O:34])[n:8]([CH2:18][c:19]2[c:20]([F:33])[cH:21][c:22](-[c:25]3[c:26]([C:31]#[N:32])[cH:27][cH:28][cH:29][cH:30]3)[cH:23][cH:24]2)[c:9]2[c:10]([c:11]1=[O:12])[cH:13][c:14]([CH2:16][CH3:17])[s:15]2.[CH3:48][c:49]1[cH:50][cH:51][cH:52][cH:53][cH:54]1.[OH:41][C:42]([C:43]([F:44])([F:45])[F:46])=[O:47]>>[nH:6]1[c:7](=[O:34])[n:8]([CH2:18][c:19]2[c:20]([F:33])[cH:21][c:22](-[c:25]3[c:26]([C:31]#[N:32])[cH:27][cH:28][cH:29][cH:30]3)[cH:23][cH:24]2)[c:9]2[c:10]([c:11]1=[O:12])[cH:13][c:14]([CH2:16][CH3:17])[s:15]2. Reactants: BrC1=C(C=O)C=C(C(=C1)OC)OC (2-bromo-4,5-dimethoxybenzaldehyde), N1=CC(=CC=C1)B(O)O (pyridin-3-ylboronic acid), C([O-])([O-])=O.[Cs+].[Cs+] (cesium carbonate). The reagents and catalysts are C=1C=CC(=CC1)[P](C=2C=CC=CC2)(C=3C=CC=CC3)[Pd]([P](C=4C=CC=CC4)(C=5C=CC=CC5)C=6C=CC=CC6)([P](C=7C=CC=CC7)(C=8C=CC=CC8)C=9C=CC=CC9)[P](C=1C=CC=CC1)(C=1C=CC=CC1)C=1C=CC=CC1 (Pd(PPh3)4). Run in O1CCOCC1 (dioxane), O (water), C(C)(=O)OCC (ethyl acetate). Reaction conditions: temperature 140 celsius. Product: COC1=CC(=C(C=O)C=C1OC)C=1C=NC=CC1 (4,5-dimethoxy-2-(pyridin-3-yl)benzaldehyde). As a reaction SMILES: Br[C:2]1[CH:9]=[C:8]([O:10][CH3:11])[C:7]([O:12][CH3:13])=[CH:6][C:3]=1[CH:4]=[O:5].[N:14]1[CH:19]=[CH:18][CH:17]=[C:16](B(O)O)[CH:15]=1.C(=O)([O-])[O-].[Cs+].[Cs+]>O1CCOCC1.O.C(OCC)(=O)C.C1C=CC([P]([Pd]([P](C2C=CC=CC=2)(C2C=CC=CC=2)C2C=CC=CC=2)([P](C2C=CC=CC=2)(C2C=CC=CC=2)C2C=CC=CC=2)[P](C2C=CC=CC=2)(C2C=CC=CC=2)C2C=CC=CC=2)(C2C=CC=CC=2)C2C=CC=CC=2)=CC=1>[CH3:11][O:10][C:8]1[C:7]([O:12][CH3:13])=[CH:6][C:3]([CH:4]=[O:5])=[C:2]([C:16]2[CH:15]=[N:14][CH:19]=[CH:18][CH:17]=2)[CH:9]=1 |f:2.3.4,^1:45,47,66,85|. Procedure: A mixture of 2-bromo-4,5-dimethoxybenzaldehyde (0.368 g, 1.5 mmol), pyridin-3-ylboronic acid (0.246 g, 2.0 mmol), Pd(PPh3)4 (0.173 g, 0.150 mmol), and cesium carbonate (0.977 g, 3 mmol) were suspended in dioxane (4 mL) and water (1 mL). The mixture was heated to 140° C. in a microwave for 1 h. The reaction vessel was allowed to cool to ambient temperature, diluted with ethyl acetate (˜25 mL), filtered through a bed of Celite, and conc. in vacuo to afford the aldehyde which was purified via SiO2 ...